From a dataset of the Open Reaction Database (ORD), a public repository of structured organic reaction records. describe an organic reaction: reactants, conditions, products, and yield Reactants: ClC1=CC2=C(C(C(CN=C2C2=C(C=CC=C2)Cl)=CN(C)C)=O)C=C1 (8-chloro-1-(2-chlorophenyl)-3,4-dihydro-4-[(dimethylamino)methylene]-5H-2-benzazepin-5-one), Cl.C(C)(=N)N (acetamidine hydrochloride), C[O-].[Na+] (sodium methoxide). Solvent: CO (methanol), CS(=O)(=O)O (methanesulfonic acid), O (water), CO (methanol), C(Cl)Cl (methylene chloride), CO (methanol). Yields the product ClC1=CC2=C(C3=C(CN=C2C2=C(C=CC=C2)Cl)C=NC(=N3)C)C=C1 (9-chloro-7-(2-chlorophenyl)-2-methyl-5H-pyrimido[5,4-d][2]benzazepine). RXN SMILES: Cl.[C:2]([NH2:5])(=[NH:4])[CH3:3].C[O-].[Na+].[Cl:9][C:10]1[CH:32]=[CH:31][C:13]2[C:14](=O)[C:15](=[CH:26]N(C)C)[CH2:16][N:17]=[C:18]([C:19]3[CH:24]=[CH:23][CH:22]=[CH:21][C:20]=3[Cl:25])[C:12]=2[CH:11]=1>CO.C(Cl)Cl.O.CS(O)(=O)=O>[Cl:9][C:10]1[CH:32]=[CH:31][C:13]2[C:14]3[N:5]=[C:2]([CH3:3])[N:4]=[CH:26][C:15]=3[CH2:16][N:17]=[C:18]([C:19]3[CH:24]=[CH:23][CH:22]=[CH:21][C:20]=3[Cl:25])[C:12]=2[CH:11]=1 |f:0.1,2.3|. Procedure: In five equal portions 5.5 g (58 mmole) of acetamidine hydrochloride and 15 ml (62 mmole) of a 4.12M methanol solution of sodium methoxide was added over 3 hr. to a solution of 3.5 g (10 mmole) of 8-chloro-1-(2-chlorophenyl)-3,4-dihydro-4-[(dimethylamino)methylene]-5H-2-benzazepin-5-one in 140 ml of methanol and 140 ml of methylene chloride. The mixture was diluted with water and extracted with methylene chloride. The methylene chloride solution was washed with water dried with anhydrous sodium ... The reactants are enamine, C1OC=2C=C(C=CC2O1)C1CC(C(C(C1)=O)=C(C=CC1=CC2=C(C=C1)OCO2)N2CCOCC2)=O (5-(3,4-methylenedioxyphenyl)-2-[3-(3,4-methylenedioxyphenyl)-1-morpholinoallylidene]-cyclohexane-1,3-dione), [H][H] (hydrogen), O (water). Reagents/catalysts: [C].[Pd] (palladium-carbon). Run in C(C)(=O)O (acetic acid). The product is C1OC=2C=C(C=CC2O1)C1CC(C(C(C1)=O)C(CCC1=CC2=C(C=C1)OCO2)=O)=O (5-(3,4-methylenedioxyphenyl)-2-[3-(3,4-methylenedioxyphenyl)-propionyl]-cyclohexane-1,3-dione). Reaction SMILES: [CH2:1]1[O:9][C:8]2[CH:7]=[CH:6][C:5]([CH:10]3[CH2:15][C:14](=[O:16])[C:13](=[C:17](N4CCOCC4)[CH:18]=[CH:19][C:20]4[CH:25]=[CH:24][C:23]5[O:26][CH2:27][O:28][C:22]=5[CH:21]=4)[C:12](=[O:35])[CH2:11]3)=[CH:4][C:3]=2[O:2]1.[OH2:36].[H][H]>C(O)(=O)C.[C].[Pd]>[CH2:1]1[O:9][C:8]2[CH:7]=[CH:6][C:5]([CH:10]3[CH2:11][C:12](=[O:35])[CH:13]([C:17](=[O:36])[CH2:18][CH2:19][C:20]4[CH:25]=[CH:24][C:23]5[O:26][CH2:27][O:28][C:22]=5[CH:21]=4)[C:14](=[O:16])[CH2:15]3)=[CH:4][C:3]=2[O:2]1 |f:4.5|. Reported procedure: Similarly, 1.0 g of the above-mentioned enamine type adduct compound, that is, 5-(3,4-methylenedioxyphenyl)-2-[3-(3,4-methylenedioxyphenyl)-1-morpholinoallylidene]-cyclohexane-1,3-dione, was dissolved in 80 ml of acetic acid, and 0.5 g of a 5% palladium-carbon catalyst and 30 ml of deionized water were added to the solution and catalytic reduction was carried out with hydrogen under atmospheric pressure for 4 hours to obtain 0.38 g (the yield being 44%) of the desired compound. The reactants are FC1=C(C=CC=C1)C1=CC=C(C=C1)C (2-fluoro-4′-methylbiphenyl), BrN1C(CCC1=O)=O (N-bromosuccinimide), 2,2′-azobisisobutylonitrile. Run in C(Cl)(Cl)(Cl)Cl (carbon tetrachloride). Product: FC1=C(C=CC=C1)C1=CC=C(C=C1)CBr (2-fluoro-4′-bromomethylbiphenyl). Yield: 39.8%. Reaction SMILES: [F:1][C:2]1[CH:7]=[CH:6][CH:5]=[CH:4][C:3]=1[C:8]1[CH:13]=[CH:12][C:11]([CH3:14])=[CH:10][CH:9]=1.[Br:15]N1C(=O)CCC1=O>C(Cl)(Cl)(Cl)Cl>[F:1][C:2]1[CH:7]=[CH:6][CH:5]=[CH:4][C:3]=1[C:8]1[CH:9]=[CH:10][C:11]([CH2:14][Br:15])=[CH:12][CH:13]=1. Procedure details: A mixture of 8.70 g of 2-fluoro-4′-methylbiphenyl, 8.32 g of N-bromosuccinimide, 0.10 g of 2,2′-azobisisobutylonitrile and 150 ml of carbon tetrachloride was heat-refluxed for 5 hours. The reaction solution was washed with water, and the organic layer was concentrated. The resulting residue was purified through silica-gel column chromatography (eluent: a mixture of hexane and ethyl acetate at a ratio of 9:1) to obtain crude 2-fluoro-4′-bromomethylbiphenyl. Further, this compound was crystallized... Reactants: C(=O)(C(F)(F)F)O (TFA), BrC1=C2N=CNC2=NC=N1 (6-bromo-9H-purine), ClC1=C2C=CC=NC2=C(C(=C1)C(C)N)N1[C@H](CCC1)COC (1-{5-chloro-8-[(2R)-2-(methoxymethyl)pyrrolidin-1-yl]quinolin-7-yl]ethanamine), C(C)(C)N(C(C)C)CC (N,N-diisopropylethylamine). Solvent: C(C)O (ethanol). Product: ClC1=C2C=CC=NC2=C(C(=C1)C(C)NC1=C2N=CNC2=NC=N1)N1[C@H](CCC1)COC (N-(1-{5-chloro-8-[(2R)-2-(methoxymethyl)pyrrolidin-1-yl]quinolin-7-yl}ethyl)-9H-purine-6-amine). RXN SMILES: Br[C:2]1[N:10]=[CH:9][N:8]=[C:7]2[C:3]=1[N:4]=[CH:5][NH:6]2.[Cl:11][C:12]1[CH:21]=[C:20]([CH:22]([NH2:24])[CH3:23])[C:19]([N:25]2[CH2:29][CH2:28][CH2:27][C@@H:26]2[CH2:30][O:31][CH3:32])=[C:18]2[C:13]=1[CH:14]=[CH:15][CH:16]=[N:17]2.C(N(CC)C(C)C)(C)C.C(O)(C(F)(F)F)=O>C(O)C>[Cl:11][C:12]1[CH:21]=[C:20]([CH:22]([NH:24][C:2]2[N:10]=[CH:9][N:8]=[C:7]3[C:3]=2[N:4]=[CH:5][NH:6]3)[CH3:23])[C:19]([N:25]2[CH2:29][CH2:28][CH2:27][C@@H:26]2[CH2:30][O:31][CH3:32])=[C:18]2[C:13]=1[CH:14]=[CH:15][CH:16]=[N:17]2. Reported procedure: A mixture of 6-bromo-9H-purine (0.0174 g, 0.0876 mmol), 1-{5-chloro-8-[(2R)-2-(methoxymethyl)pyrrolidin-1-yl]quinolin-7-yl]ethanamine (0.014 g, 0.044 mmol), and N,N-diisopropylethylamine (0.01525 mL, 0.0876 mmol) in ethanol (0.1 mL) was heated at reflux under nitrogen overnight. The mixture was evaporated and the resultant residue was purified on RP-HPLC (XBridge C18 column, eluting with a gradient of acetonitrile/water containing 0.05% TFA, at flow rate of 30 mL/minute) to give the product as a... Starting materials: CC(C)(C)OC(=O)N1Cc2ccccc2C1C(=O)O, C1CCOC1, CI, CC(C)[N-]C(C)C, [Li+]. Yields the product CC(C)(C)OC(=O)N1Cc2ccccc2C1(C)C(=O)O. RXN SMILES: [C:1](=[O:2])([O:3][C:4]([CH3:5])([CH3:6])[CH3:7])[N:8]1[CH:9]([C:17](=[O:18])[OH:19])[c:10]2[cH:11][cH:12][cH:13][cH:14][c:15]2[CH2:16]1.[CH2:30]1[O:31][CH2:32][CH2:33][CH2:34]1.[CH3:20][I:21].[CH3:23][CH:24]([N-:25][CH:26]([CH3:27])[CH3:28])[CH3:29].[Li+:22]>>[C:1](=[O:2])([O:3][C:4]([CH3:5])([CH3:6])[CH3:7])[N:8]1[C:9]([C:17](=[O:18])[OH:19])([CH3:23])[c:10]2[cH:11][cH:12][cH:13][cH:14][c:15]2[CH2:16]1. Starting materials: C(C)(C)[C@H]1C(O[C@@H](C1)[C@H](C[C@H](C(C1=CC(=C(C=C1)OC)CCOCOC)OC(C(C)C)=O)C(C)C)N=[N+]=[N-])=O (3(S)-isopropyl-5(S)-{1(S)-azido-3(S)-isopropyl-4(R,S)-isobutyryloxy-4-[4-methoxy-3-(2-methoxymethoxyethyl)-phenyl]-butyl}-tetrahydrofuran-2-one). The solvent is C(CCC)N (butylamine). The product is C(CCC)NC([C@@H](C[C@@H]([C@H](C[C@H](C(C1=CC(=C(C=C1)OC)CCOCOC)OC(C(C)C)=O)C(C)C)N=[N+]=[N-])O)C(C)C)=O (5(S)-Azido-4(S)-hydroxy-2(S),7(S)-diisopropyl-8(R,S)-isobutyryloxy-8-[4-methoxy-3-(2-methoxymethoxyethyl)-phenyl]-octanoic acid (N-butyl)-amide). As a reaction SMILES: [CH:1]([C@@H:4]1[CH2:8][C@@H:7]([C@@H:9]([N:36]=[N+:37]=[N-:38])[CH2:10][C@@H:11]([CH:33]([CH3:35])[CH3:34])[CH:12]([O:27][C:28](=[O:32])[CH:29]([CH3:31])[CH3:30])[C:13]2[CH:18]=[CH:17][C:16]([O:19][CH3:20])=[C:15]([CH2:21][CH2:22][O:23][CH2:24][O:25][CH3:26])[CH:14]=2)[O:6][C:5]1=[O:39])([CH3:3])[CH3:2]>C(N)CCC>[CH2:9]([NH:36][C:5](=[O:39])[C@H:4]([CH:1]([CH3:2])[CH3:3])[CH2:8][C@H:7]([OH:6])[C@@H:9]([N:36]=[N+:37]=[N-:38])[CH2:10][C@@H:11]([CH:33]([CH3:34])[CH3:35])[CH:12]([O:27][C:28](=[O:32])[CH:29]([CH3:30])[CH3:31])[C:13]1[CH:18]=[CH:17][C:16]([O:19][CH3:20])=[C:15]([CH2:21][CH2:22][O:23][CH2:24][O:25][CH3:26])[CH:14]=1)[CH2:7][CH2:8][CH3:4]. Procedure details: A solution of 170 mg of 3(S)-isopropyl-5(S)-{1(S)-azido-3(S)-isopropyl-4(R,S)-isobutyryloxy-4-[4-methoxy-3-(2-methoxymethoxyethyl)-phenyl]-butyl}-tetrahydrofuran-2-one in 1.4 ml of butylamine is stirred for 16 hours at room temperature and is then concentrated by evaporation. Purification of the residue by means of FC (hexane/ethyl acetate=7:3) yields the title compound: Rf (hexane/ethyl acetate=7:3)=0.25; HPLC Rt =20.38 and 20.8 minutes (diastereoisomeric mixture). Reactants: C(C)(C)(C)C=1N=C(SC1)C=1OC2=C(C1)C=C(C=C2)C(=O)O (2-(4-tert-butylthiazol-2-yl)benzofuran-5-carboxylic acid), S(=O)(Cl)Cl (thionyl chloride). The solvent is O1CCCC1 (tetrahydrofuran). Product: Cl.C(C)(C)(C)C=1N=C(SC1)C=1OC2=C(C1)C=C(C=C2)C(=O)Cl (2-(4-tert-butylthiazol-2-yl)benzofuran-5-carbonyl chloride hydrochloride). Reaction SMILES: [C:1]([C:5]1[N:6]=[C:7]([C:10]2[O:11][C:12]3[CH:18]=[CH:17][C:16]([C:19]([OH:21])=O)=[CH:15][C:13]=3[CH:14]=2)[S:8][CH:9]=1)([CH3:4])([CH3:3])[CH3:2].S(Cl)([Cl:24])=O>O1CCCC1>[ClH:24].[C:1]([C:5]1[N:6]=[C:7]([C:10]2[O:11][C:12]3[CH:18]=[CH:17][C:16]([C:19]([Cl:24])=[O:21])=[CH:15][C:13]=3[CH:14]=2)[S:8][CH:9]=1)([CH3:4])([CH3:3])[CH3:2] |f:3.4|. Procedure: A solution of 2-(4-tert-butylthiazol-2-yl)benzofuran-5-carboxylic acid (5.0 g) and thionyl chloride (12.1 ml) in tetrahydrofuran (50 ml) was stirred at 50° C. for 2 hours. After the solution was cooled to room temperature, the resulting precipitates were collected by filtration and washed with diisopropyl ether to give 2-(4-tert-butylthiazol-2-yl)benzofuran-5-carbonyl chloride hydrochloride (5.57 g). Starting materials: N1C=C(C2=CC=CC=C12)CC#N (indole-3-acetonitrile), CN(C=O)C (N,N-dimethylformamide), C(OC)(OC)=O (dimethyl carbonate), N1C=CC2=CC=CC=C12 (indole). The reagents and catalysts are [Br-].C(CCC)[N+](CCCC)(CCCC)CCCC (tetrabutylammonium bromide). Run in O (water). Run at temperature 126 celsius, time 3 hour. Yields the product CN1C=C(C2=CC=CC=C12)CC#N (1-methylindole-3-acetonitrile). Isolated yield 91.5%. RXN SMILES: [NH:1]1[C:9]2[C:4](=[CH:5][CH:6]=[CH:7][CH:8]=2)[C:3]([CH2:10][C:11]#[N:12])=[CH:2]1.[CH3:13]N(C)C=O.C(=O)(OC)OC.N1C2C(=CC=CC=2)C=C1>[Br-].C([N+](CCCC)(CCCC)CCCC)CCC.O>[CH3:13][N:1]1[C:9]2[C:4](=[CH:5][CH:6]=[CH:7][CH:8]=2)[C:3]([CH2:10][C:11]#[N:12])=[CH:2]1 |f:4.5|. Reported procedure: A 1 L, three-necked flask equipped with a thermocouple, condenser, and addition funnel was charged with indole-3-acetonitrile (58.0 g, 90% pure=0.334 mol), tetrabutylammonium bromide (11.6 g, 36 mmol), N,N-dimethylformamide (348 mL) and dimethyl carbonate (92.8 mL, 1.10 mol) and the resulting mixture was heated to 126±1° C. The progress of the reaction was monitored by HPLC and after 3 h at this temperature, the presence of remaining starting indole could not be detected. After the reaction mixt...